Dataset: the Open Reaction Database (ORD), a public repository of structured organic reaction records. Task: describe an organic reaction: reactants, conditions, products, and yield Starting materials: O=C([O-])[O-], COc1cc(OC)nc(S(C)(=O)=O)n1, [K+], [K+], CN(C)C=O, O, COC(=O)c1nc(N2CCCC2)ccc1O. Yields the product COC(=O)c1nc(N2CCCC2)ccc1Oc1nc(OC)cc(OC)n1. As a reaction SMILES: [C:31](=[O:32])([O-:33])[O-:34].[CH3:17][O:18][c:19]1[n:20][c:21]([S:27]([CH3:28])(=[O:29])=[O:30])[n:22][c:23]([O:25][CH3:26])[cH:24]1.[K+:35].[K+:36].[O:37]=[CH:38][N:39]([CH3:40])[CH3:41].[OH2:42].[OH:1][c:2]1[c:3]([C:13](=[O:14])[O:15][CH3:16])[n:4][c:5]([N:8]2[CH2:9][CH2:10][CH2:11][CH2:12]2)[cH:6][cH:7]1>>[O:1]([c:2]1[c:3]([C:13](=[O:14])[O:15][CH3:16])[n:4][c:5]([N:8]2[CH2:9][CH2:10][CH2:11][CH2:12]2)[cH:6][cH:7]1)[c:21]1[n:20][c:19]([O:18][CH3:17])[cH:24][c:23]([O:25][CH3:26])[n:22]1. Solvent: ClCCl (dichloromethane). As a reaction SMILES: [C:1](Cl)(=O)[C:2]([Cl:4])=[O:3].C(C[N:11]1[CH:19]=[C:17]([CH3:18])[C:15](=[O:16])[NH:14][C:12]1=[O:13])(O)=O>ClCCl>[Cl:4][C:2]([CH2:1][N:11]1[CH:19]=[C:17]([CH3:18])[C:15](=[O:16])[NH:14][C:12]1=[O:13])=[O:3]. Reactants: C(C(=O)Cl)(=O)Cl (Oxalyl chloride), C(=O)(O)CN1C(=O)NC(=O)C(C)=C1 (1-(carboxymethyl)thymine). Procedure details: Oxalyl chloride (6.3 g, 50 mmol) is added dropwise over 5 minutes to a solution of 1-(carboxymethyl)thymine (9.2 g, 50 mmol) dissolved in dichloromethane (200 mL). The reaction is stirred until gas evolution has ceased and then for an additional 2 hours. The reaction mixture is evaporated to an oil. Product: ClC(=O)CN1C(=O)NC(=O)C(C)=C1 (1-(Chlorocarbonylmethyl)thymine). Run at time 2 hour. The reactants are CC(C)(C)NCc1ccccc1, O=P(Cl)(Cl)c1ccccc1. Yields the product CC(C)(C)N1Cc2ccccc2P1(=O)c1ccccc1. As a reaction SMILES: [C:1]([CH3:2])([CH3:3])([CH3:4])[NH:5][CH2:6][c:7]1[cH:8][cH:9][cH:10][cH:11][cH:12]1.[c:13]1([P:19](=[O:20])([Cl:21])[Cl:22])[cH:14][cH:15][cH:16][cH:17][cH:18]1>>[C:1]([CH3:2])([CH3:3])([CH3:4])[N:5]1[CH2:6][c:7]2[c:8]([cH:9][cH:10][cH:11][cH:12]2)[P:19]1([c:13]1[cH:14][cH:15][cH:16][cH:17][cH:18]1)=[O:20].